Dataset: the Open Reaction Database (ORD), a public repository of structured organic reaction records. Task: describe an organic reaction: reactants, conditions, products, and yield Reactants: CCc1cc(-c2ccc(S(=O)(=O)Cl)s2)c(C)[nH]c1=O, c1ccc(CN2CCNCC2)cc1. The product is CCc1cc(-c2ccc(S(=O)(=O)N3CCN(Cc4ccccc4)CC3)s2)c(C)[nH]c1=O, Cl. Reaction SMILES: [CH2:1]([CH3:2])[c:3]1[cH:4][c:5](-[c:11]2[cH:12][cH:13][c:14]([S:16](=[O:17])(=[O:18])[Cl:19])[s:15]2)[c:6]([CH3:10])[nH:7][c:8]1=[O:9].[CH2:20]([c:21]1[cH:22][cH:23][cH:24][cH:25][cH:26]1)[N:27]1[CH2:28][CH2:29][NH:30][CH2:31][CH2:32]1>>[CH2:1]([CH3:2])[c:3]1[cH:4][c:5](-[c:11]2[cH:12][cH:13][c:14]([S:16](=[O:17])(=[O:18])[N:30]3[CH2:29][CH2:28][N:27]([CH2:20][c:21]4[cH:22][cH:23][cH:24][cH:25][cH:26]4)[CH2:32][CH2:31]3)[s:15]2)[c:6]([CH3:10])[nH:7][c:8]1=[O:9].[ClH:19]. Reactants: C#CC(=O)OC, [Li]CCCC, COc1ccc(C=O)c(OC)c1OC, [Cl-], [NH4+], C1CCOC1. Product: COC(=O)C#CC(O)c1ccc(OC)c(OC)c1OC. Reaction SMILES: [C:1]([C:2]#[CH:3])(=[O:4])[O:5][CH3:6].[CH2:7]([Li:8])[CH2:9][CH2:10][CH3:11].[CH3:12][O:13][c:14]1[c:15]([CH:16]=[O:17])[cH:18][cH:19][c:20]([O:24][CH3:25])[c:21]1[O:22][CH3:23].[Cl-:26].[NH4+:27].[O:28]1[CH2:29][CH2:30][CH2:31][CH2:32]1>>[C:1]([C:2]#[C:3][CH:16]([c:15]1[c:14]([O:13][CH3:12])[c:21]([O:22][CH3:23])[c:20]([O:24][CH3:25])[cH:19][cH:18]1)[OH:17])(=[O:4])[O:5][CH3:6]. Starting materials: Cl (hydrochloric acid), NC1=C(C=C(C=C1)C(F)(F)F)CC(C1=CC=C(C=C1)OC)C(C(=O)OC)C(=O)OC ([2-(2-amino-5-trifluoromethylphenyl)-1-(4-methoxyphenyl)ethyl]propanedioic acid, dimethyl ester), C[O-].[Na+] (sodium methoxide). Run in ice water, CO (methanol), CO (methanol). Product: COC(=O)C1C(NC2=C(CC1C1=C(C=CC=C1)OC)C=C(C=C2)C(F)(F)F)=O (1,3,4,5-Tetrahydro-3-(methoxycarbonyl)-4-(methoxyphenyl)-7-(trifluoromethyl)-2H-1-benzazepin-2-one). As a reaction SMILES: [NH2:1][C:2]1[CH:7]=[CH:6][C:5]([C:8]([F:11])([F:10])[F:9])=[CH:4][C:3]=1[CH2:12][CH:13]([CH:22]([C:27](OC)=[O:28])[C:23]([O:25][CH3:26])=[O:24])[C:14]1[CH:19]=[CH:18][C:17](OC)=[CH:16][CH:15]=1.[CH3:31][O-:32].[Na+].Cl>CO>[CH3:26][O:25][C:23]([CH:22]1[CH:13]([C:14]2[CH:15]=[CH:16][CH:17]=[CH:18][C:19]=2[O:32][CH3:31])[CH2:12][C:3]2[CH:4]=[C:5]([C:8]([F:10])([F:11])[F:9])[CH:6]=[CH:7][C:2]=2[NH:1][C:27]1=[O:28])=[O:24] |f:1.2|. Procedure: Under an argon atmosphere, a stirred solution of [2-(2-amino-5-trifluoromethylphenyl)-1-(4-methoxyphenyl)ethyl]propanedioic acid, dimethyl ester (20.0 g; 0.047 mol) in 200 ml of methanol was treated with 13.3 ml of 25% sodium methoxide in methanol and heated to reflux. After about 2.75 hours of heating, the mixture was cooled in ice water and 1N hydrochloric acid was added to precipitate the product. Stirring in an ice water bath, followed by filtering, washing with water and air-drying yielded ...